Dataset: the Open Reaction Database (ORD), a public repository of structured organic reaction records. Task: describe an organic reaction: reactants, conditions, products, and yield RXN SMILES: [CH3:1][O:2][C:3]1([c:6]2[cH:7][cH:8][c:9]([C:12]#[C:13][c:14]3[cH:15][cH:16][c:17]([CH2:20][C:21](=[O:22])[O:23][CH3:24])[cH:18][cH:19]3)[cH:10][cH:11]2)[CH2:4][CH2:5]1.[CH3:27][CH2:28][OH:29].[Na+:26].[O:30]1[CH2:31][CH2:32][CH2:33][CH2:34]1.[OH-:25]>>[CH3:1][O:2][C:3]1([c:6]2[cH:7][cH:8][c:9]([C:12]#[C:13][c:14]3[cH:15][cH:16][c:17]([CH2:20][C:21](=[O:22])[OH:23])[cH:18][cH:19]3)[cH:10][cH:11]2)[CH2:4][CH2:5]1. Reactants: COC(=O)Cc1ccc(C#Cc2ccc(C3(OC)CC3)cc2)cc1, CCO, [Na+], C1CCOC1, [OH-]. The product is COC1(c2ccc(C#Cc3ccc(CC(=O)O)cc3)cc2)CC1. Starting materials: C1(=CC=CC=C1)C1=CN=C(O1)NC=1C=CC=C2CCC(CC12)=O (8-[(5-phenyl-1,3-oxazol-2-yl)amino]-3,4-dihydronaphthalen-2(1H)-one), FC(C1=CC=C(C=C1)C1=CN=C(O1)NC=1C=CC=C2CCC(CC12)=O)(F)F (8-({5-[4-(trifluoromethyl)phenyl]-1,3-oxazol-2-yl}amino)-3,4-dihydronaphthalen-2(1H)-one). Product: C1(=CC=CC=C1)C1=CN=C(O1)NC=1C=CC=C2CCC(CC12)O (8-[(5-phenyl-1,3-oxazol-2-yl)amino]-1,2,3,4-tetrahydronaphthalen-2-ol). RXN SMILES: [C:1]1([C:7]2[O:11][C:10]([NH:12][C:13]3[CH:14]=[CH:15][CH:16]=[C:17]4[C:22]=3[CH2:21][C:20](=[O:23])[CH2:19][CH2:18]4)=[N:9][CH:8]=2)[CH:6]=[CH:5][CH:4]=[CH:3][CH:2]=1.FC(F)(F)C1C=CC(C2OC(NC3C=CC=C4C=3CC(=O)CC4)=NC=2)=CC=1>>[C:1]1([C:7]2[O:11][C:10]([NH:12][C:13]3[CH:14]=[CH:15][CH:16]=[C:17]4[C:22]=3[CH2:21][CH:20]([OH:23])[CH2:19][CH2:18]4)=[N:9][CH:8]=2)[CH:2]=[CH:3][CH:4]=[CH:5][CH:6]=1. Procedure: The title compound was prepared using the procedure as described in Example 2, substituting the product of Example 11C for the product of Example 1I. 1H NMR (DMSO-d6) 9.11 (s, 1H), 7.59 (m, 3H), 7.41 (t, 2H, J=7.7 Hz), 7.37 (s, 1H), 7.25 (t, 1H, J=7.5 Hz), 7.09 (t, 1H, J=7.5 Hz), 6.84 (d, 1H, J=7.1 Hz), 4.80 (d, 1H, J=4.1 Hz), 3.93 (m, 1H), 2.73-2.99 (m, 4H), 1.86 (m, 1H), 1.62 (m, 1H); MS (ESI+) m/z 307 (M+H). Starting materials: C1(CCCCC1)N(C(=O)CCCOC=1C=C2CCC(NC2=CC1)=O)C (6-[3-(N-cyclohexyl-N-methylaminocarbonyl)propoxy]-3,4-dihydrocarbostyril), [OH-].[Na+] (sodium hydroxide), [H][H] (hydrogen), CI (methyl iodide). Run in CN(C)C=O (DMF). Reaction conditions: time 3 hour. Yields the product CN1C(=O)CCC2=CC(=CC=C12)OCCCC(=O)N(C)C1CCCCC1 (1-methyl-6-[3-(N-cyclohexyl-N-methylaminocarbonyl)propoxy]-3,4-dihydrocarbostyril). RXN SMILES: [CH:1]1([N:7]([CH3:25])[C:8]([CH2:10][CH2:11][CH2:12][O:13][C:14]2[CH:15]=[C:16]3[C:21](=[CH:22][CH:23]=2)[NH:20][C:19](=[O:24])[CH2:18][CH2:17]3)=[O:9])[CH2:6][CH2:5][CH2:4][CH2:3][CH2:2]1.[OH-].[Na+].[H][H].[CH3:30]I>CN(C=O)C>[CH3:30][N:20]1[C:21]2[C:16](=[CH:15][C:14]([O:13][CH2:12][CH2:11][CH2:10][C:8]([N:7]([CH:1]3[CH2:6][CH2:5][CH2:4][CH2:3][CH2:2]3)[CH3:25])=[O:9])=[CH:23][CH:22]=2)[CH2:17][CH2:18][C:19]1=[O:24] |f:1.2|. Procedure: To a solution of 1.7 g of 6-[3-(N-cyclohexyl-N-methylaminocarbonyl)propoxy]-3,4-dihydrocarbostyril in 50 ml of DMF is added 0.3 g of sodium hydroxide at room temperature under agitation. After the end of hydrogen generation, 1 ml of methyl iodide is added dropwise to the solution and the mixture is agitated at room temperature for 3 hours. After the reaction, the solvent is distilled off under reduced pressure and the residue is dissolved in 200 ml of chloroform. The chloroform layer is washed w...